This data is from the Open Reaction Database (ORD), a public repository of structured organic reaction records. The task is: describe an organic reaction: reactants, conditions, products, and yield The reactants are CC(C)(C)OC(=O)N1CCCC1C=O, CC(=O)O[BH-](OC(C)=O)OC(C)=O, CC(=O)O, ClCCCl, ClCCl, NCc1ccc(F)cc1, [Na+]. Product: CC(C)(C)OC(=O)N1CCCC1CNCc1ccc(F)cc1. Reaction SMILES: [C:19]([CH3:20])([CH3:21])([CH3:22])[O:23][C:24](=[O:25])[N:26]1[CH:27]([CH:28]=[O:29])[CH2:30][CH2:31][CH2:32]1.[C:1]([O:2][BH-:3]([O:4][C:5](=[O:6])[CH3:7])[O:8][C:9](=[O:10])[CH3:11])(=[O:12])[CH3:13].[CH3:15][C:16](=[O:17])[OH:18].[Cl:42][CH2:43][CH2:44][Cl:45].[Cl:46][CH2:47][Cl:48].[F:33][c:34]1[cH:35][cH:36][c:37]([CH2:38][NH2:39])[cH:40][cH:41]1.[Na+:14]>>[C:19]([CH3:20])([CH3:21])([CH3:22])[O:23][C:24](=[O:25])[N:26]1[CH:27]([CH2:28][NH:39][CH2:38][c:37]2[cH:36][cH:35][c:34]([F:33])[cH:41][cH:40]2)[CH2:30][CH2:31][CH2:32]1. Reactants: compound, ClC1=C(C=CC(=C1)Cl)C1=CC2=C(N(C3=CC=C(C=C23)C2=NNC=C2)C)N(C1=O)C (3-(2,4-dichlorophenyl)-1,9-dimethyl-6-(1H-pyrazol-3-yl)-1,9-dihydropyrido[2,3-b]indol-2-one), FC(CC(=O)Cl)(F)F (3,3,3-trifluoropropionyl chloride). The product is ClC1=C(C=CC(=C1)Cl)C1=CC2=C(N(C3=CC=C(C=C23)C2=NN(C=C2)C(CC(F)(F)F)=O)C)N(C1=O)C (3-(2,4-Dichlorophenyl)-1,9-dimethyl-6-[1-(3,3,3-trifluoropropionyl)-1H-pyrazol-3-yl]-1,9-dihydropyrido[2,3-b]indol-2-one). RXN SMILES: [Cl:1][C:2]1[CH:7]=[C:6]([Cl:8])[CH:5]=[CH:4][C:3]=1[C:9]1[C:27](=[O:28])[N:26]([CH3:29])[C:12]2[N:13]([CH3:25])[C:14]3[C:19]([C:11]=2[CH:10]=1)=[CH:18][C:17]([C:20]1[CH:24]=[CH:23][NH:22][N:21]=1)=[CH:16][CH:15]=3.[F:30][C:31]([F:37])([F:36])[CH2:32][C:33](Cl)=[O:34]>>[Cl:1][C:2]1[CH:7]=[C:6]([Cl:8])[CH:5]=[CH:4][C:3]=1[C:9]1[C:27](=[O:28])[N:26]([CH3:29])[C:12]2[N:13]([CH3:25])[C:14]3[C:19]([C:11]=2[CH:10]=1)=[CH:18][C:17]([C:20]1[CH:24]=[CH:23][N:22]([C:33](=[O:34])[CH2:32][C:31]([F:37])([F:36])[F:30])[N:21]=1)=[CH:16][CH:15]=3. Procedure details: The process is carried out as indicated in Example 70 above, with the compound from Example 39 3-(2,4-dichlorophenyl)-1,9-dimethyl-6-(1H-pyrazol-3-yl)-1,9-dihydropyrido[2,3-b]indol-2-one and 3,3,3-trifluoropropionyl chloride. Reactants: P(OCCCCCCCC)(OCCCCCCCC)OCCCCCCCC (trioctyl phosphite), O=O (oxygen). The reagents and catalysts are CCCCC(CC)C(=O)[O-].CCCCC(CC)C(=O)[O-].[Co+2] (cobalt octoate). Yields the product P(=O)(OCCCCCCCC)(OCCCCCCCC)OCCCCCCCC (trioctyl phosphate). Isolated yield 91.0%. As a reaction SMILES: [P:1]([O:20][CH2:21][CH2:22][CH2:23][CH2:24][CH2:25][CH2:26][CH2:27][CH3:28])([O:11][CH2:12][CH2:13][CH2:14][CH2:15][CH2:16][CH2:17][CH2:18][CH3:19])[O:2][CH2:3][CH2:4][CH2:5][CH2:6][CH2:7][CH2:8][CH2:9][CH3:10].[O:29]=O>CCCCC(C([O-])=O)CC.CCCCC(C([O-])=O)CC.[Co+2]>[P:1]([O:11][CH2:12][CH2:13][CH2:14][CH2:15][CH2:16][CH2:17][CH2:18][CH3:19])([O:20][CH2:21][CH2:22][CH2:23][CH2:24][CH2:25][CH2:26][CH2:27][CH3:28])([O:2][CH2:3][CH2:4][CH2:5][CH2:6][CH2:7][CH2:8][CH2:9][CH3:10])=[O:29] |f:2.3.4|. Reported procedure: A mixture of 0.2 g. of cobalt octoate and 70 g. of trioctyl phosphite is warmed in vacuo (10 mm.) at 30°C while oxygen is added over a period of six hours. The mixture is stirred throughout this period by means of a magnetic stirrer. The product is washed with an aqueous alkaline solution to remove the cobalt catalyst, having a 91% yield of trioctyl phosphate. The reactants are BrCBr, CC(C)CCON=O, COC(=O)c1cnc(N)c(-c2ccc(Cl)cc2)n1, C[Si](C)(C)Br. Yields the product COC(=O)c1cnc(Br)c(-c2ccc(Cl)cc2)n1. As a reaction SMILES: [Br:27][CH2:28][Br:29].[CH2:19]([O:20][N:21]=[O:22])[CH2:23][CH:24]([CH3:25])[CH3:26].[CH3:1][O:2][C:3](=[O:4])[c:5]1[n:6][c:7](-[c:12]2[cH:13][cH:14][c:15]([Cl:18])[cH:16][cH:17]2)[c:8]([NH2:11])[n:9][cH:10]1.[CH3:30][Si:31]([CH3:32])([CH3:33])[Br:34]>>[CH3:1][O:2][C:3](=[O:4])[c:5]1[n:6][c:7](-[c:12]2[cH:13][cH:14][c:15]([Cl:18])[cH:16][cH:17]2)[c:8]([Br:27])[n:9][cH:10]1. Reactants: C1(CC1)CN1C(N(CCCC1)CC(=O)OC(C)(C)C)=O (tert-butyl [3-(cyclopropylmethyl)-2-oxo-1,3-diazepan-1-yl]acetate). Run in C(Cl)Cl (CH2Cl2), C(F)(F)(F)C(=O)O (CF3CO2H). The product is C1(CC1)CN1C(N(CCCC1)CC(=O)O)=O ([3-(Cyclopropylmethyl)-2-oxo-1,3-diazepan-1-yl]acetic acid). RXN SMILES: [CH:1]1([CH2:4][N:5]2[CH2:11][CH2:10][CH2:9][CH2:8][N:7]([CH2:12][C:13]([O:15]C(C)(C)C)=[O:14])[C:6]2=[O:20])[CH2:3][CH2:2]1>C(Cl)Cl.C(C(O)=O)(F)(F)F>[CH:1]1([CH2:4][N:5]2[CH2:11][CH2:10][CH2:9][CH2:8][N:7]([CH2:12][C:13]([OH:15])=[O:14])[C:6]2=[O:20])[CH2:3][CH2:2]1. Procedure: A solution of tert-butyl [3-(cyclopropylmethyl)-2-oxo-1,3-diazepan-1-yl]acetate (240 mg, 0.85 mmol) in CH2Cl2 (5 mL) and CF3CO2H (2 mL) was stirred at ambient temperature for 3 h. The mixture was concentrated in vacuo and the residue was purified by HPLC using a reversed phase C18 column and eluting with a gradient of H2O:CH3CN:CF3CO2H—90:10:0.1 to 5:95:0.1. Lyophilization provided the title compound as a clear oil. MS: m/z=227 (M+1). Procedure: Part C: 6-(4-Chloro-butyl)-1-(4-methoxy-phenyl)-7-oxo-4,5,6,7-tetrahydro-1H-pyrazolo[3,4-c]pyridine-3-carbonitrile (0.148 g, 0.412 mmol) and potassium bromide (0.982 g, 8.24 mmol) were dissolved in acetone (25 mL) and refluxed overnight. The reaction was concentrated, quenched with water (100 mL), extracted with ethyl acetate (3×100 mL), washed with brine (1×100 mL), dried over MgSO4, concentrated, and purified by flash chromatography using 0–100% ethyl acetate/hexanes gradient as eluent to affo... Reaction SMILES: Cl[CH2:2][CH2:3][CH2:4][CH2:5][N:6]1[CH2:11][CH2:10][C:9]2[C:12]([C:23]#[N:24])=[N:13][N:14]([C:15]3[CH:20]=[CH:19][C:18]([O:21][CH3:22])=[CH:17][CH:16]=3)[C:8]=2[C:7]1=[O:25].[Br-].[K+].[NH:28]1[CH2:33][CH2:32][CH2:31][CH2:30][C:29]1=[O:34].[H-].[Na+].[Br-]>CC(C)=O.CN(C)C=O>[CH3:22][O:21][C:18]1[CH:19]=[CH:20][C:15]([N:14]2[C:8]3[C:7](=[O:25])[N:6]([CH2:5][CH2:4][CH2:3][CH2:2][N:28]4[CH2:33][CH2:32][CH2:31][CH2:30][C:29]4=[O:34])[CH2:11][CH2:10][C:9]=3[C:12]([C:23]#[N:24])=[N:13]2)=[CH:16][CH:17]=1 |f:1.2,4.5|. Isolated yield 41.9%. Reactants: N1C(CCCC1)=O (2-Piperidone), [H-].[Na+] (Sodium hydride), ClCCCCN1C(C2=C(CC1)C(=NN2C2=CC=C(C=C2)OC)C#N)=O (6-(4-Chloro-butyl)-1-(4-methoxy-phenyl)-7-oxo-4,5,6,7-tetrahydro-1H-pyrazolo[3,4-c]pyridine-3-carbonitrile), [Br-].[K+] (potassium bromide), [Br-] (bromide). The product is COC1=CC=C(C=C1)N1N=C(C2=C1C(N(CC2)CCCCN2C(CCCC2)=O)=O)C#N (1-(4-methoxy-phenyl)-7-oxo-6-[4-(2-oxo-piperidin-1-yl)-butyl]-4,5,6,7-tetrahydro-1H-pyrazolo[3,4-c]pyridine-3-carbonitrile). Conditions: temperature 0 celsius, time 30 minute. The solvent is CN(C=O)C (N,N-dimethylformamide), CC(=O)C (acetone), CN(C=O)C (N,N-dimethylformamide).